This data is from the Open Reaction Database (ORD), a public repository of structured organic reaction records. The task is: describe an organic reaction: reactants, conditions, products, and yield The reactants are CCO, O=C1c2ccccc2C(=O)N1CC(F)(F)COC1CCCCO1, Cc1ccc(S(=O)(=O)O)cc1. Yields the product O=C1c2ccccc2C(=O)N1CC(F)(F)CO. Reaction SMILES: [CH3:35][CH2:36][OH:37].[F:1][C:2]([CH2:3][O:4][CH:5]1[CH2:6][CH2:7][CH2:8][CH2:9][O:10]1)([CH2:11][N:12]1[C:13](=[O:22])[c:14]2[c:15]([cH:18][cH:19][cH:20][cH:21]2)[C:16]1=[O:17])[F:23].[c:24]1([CH3:25])[cH:26][cH:27][c:28]([S:29]([OH:30])(=[O:31])=[O:32])[cH:33][cH:34]1>>[F:1][C:2]([CH2:3][OH:4])([CH2:11][N:12]1[C:13](=[O:22])[c:14]2[c:15]([cH:18][cH:19][cH:20][cH:21]2)[C:16]1=[O:17])[F:23]. Reactants: COC(=O)C(CCCCNC(=O)OC(C)(C)C)NC(=O)c1ccccc1, CC(C)(C)OC(=O)NCC(=O)O, CCOC(C)=O. Product: COC(=O)C(CCCCNC(=O)CNC(=O)OC(C)(C)C)NC(=O)c1ccccc1. RXN SMILES: [C:1]([c:2]1[cH:3][cH:4][cH:5][cH:6][cH:7]1)(=[O:8])[NH:9][CH:10]([C:11](=[O:12])[O:13][CH3:14])[CH2:15][CH2:16][CH2:17][CH2:18][NH:19][C:20]([O:22][C:21]([CH3:23])([CH3:24])[CH3:25])=[O:26].[C:27]([CH3:28])([CH3:29])([CH3:30])[O:31][C:32](=[O:33])[NH:34][CH2:35][C:36]([OH:37])=[O:38].[CH3:39][CH2:40][O:41][C:42]([CH3:43])=[O:44]>>[C:1]([c:2]1[cH:3][cH:4][cH:5][cH:6][cH:7]1)(=[O:8])[NH:9][CH:10]([C:11](=[O:12])[O:13][CH3:14])[CH2:15][CH2:16][CH2:17][CH2:18][NH:19][C:20](=[O:22])[CH2:35][NH:34][C:32]([O:31][C:27]([CH3:28])([CH3:29])[CH3:30])=[O:33]. Reactants: C1(=CC=CC=C1)P(CCCP(C1=CC=CC=C1)C1=CC=CC=C1)C1=CC=CC=C1 (1,3-bis(diphenylphosphino)propane), BrC1=C(OC2=NC=C(C=C21)C=2C=C(C(=O)O)C=CC2Cl)C2=CC=C(C=C2)F (3-(3-bromo-2-(4-fluorophenyl)furo[2,3-b]pyridin-5-yl)-4-chlorobenzoic acid), C(C)(=O)OCC (ethyl acetate). The reagents and catalysts are C(C)(=O)[O-].[Pd+2].C(C)(=O)[O-] (palladium(II) acetate). Solvent: CO (MeOH), CS(=O)C (DMSO). Conditions: time 8 hour. The product is ClC1=C(C=C(C(=O)O)C=C1)C=1C=C2C(=NC1)OC(=C2C(=O)OC)C2=CC=C(C=C2)F (4-chloro-3-(2-(4-fluorophenyl)-3-(methoxycarbonyl)furo[2,3-b]pyridin-5-yl)benzoic acid). The yield is 67.0%. Reaction SMILES: C1(P(C2C=CC=CC=2)CCCP(C2C=CC=CC=2)C2C=CC=CC=2)C=CC=CC=1.Br[C:31]1[C:39]2[C:34](=[N:35][CH:36]=[C:37]([C:40]3[CH:41]=[C:42]([CH:46]=[CH:47][C:48]=3[Cl:49])[C:43]([OH:45])=[O:44])[CH:38]=2)[O:33][C:32]=1[C:50]1[CH:55]=[CH:54][C:53]([F:56])=[CH:52][CH:51]=1.[C:57]([O:60][CH2:61]C)(=[O:59])C>CO.CS(C)=O.C([O-])(=O)C.[Pd+2].C([O-])(=O)C>[Cl:49][C:48]1[CH:47]=[CH:46][C:42]([C:43]([OH:45])=[O:44])=[CH:41][C:40]=1[C:37]1[CH:38]=[C:39]2[C:31]([C:57]([O:60][CH3:61])=[O:59])=[C:32]([C:50]3[CH:55]=[CH:54][C:53]([F:56])=[CH:52][CH:51]=3)[O:33][C:34]2=[N:35][CH:36]=1 |f:5.6.7|. Procedure: 1,3-bis(diphenylphosphino)propane (28 mg, 0.067 mmol) was added to a stirring solution of palladium(II) acetate (7.5 mg, 0.034 mmol) and 3-(3-bromo-2-(4-fluorophenyl)furo[2,3-b]pyridin-5-yl)-4-chlorobenzoic acid (75 mg, 0.17 mmol) in MeOH (0.6 mL) and DMSO (1.1 mL) at 80° C. in a Parr bomb which was charged with 150 psi CO (g) and allowed to stir overnight. The mixture was diluted with ethyl acetate and washed with 1M HCl, and sat NaCl. The organic phase was dried over Na2SO4, filtered and conce... Reactants: C(C)(C)NC(C)C (diisopropylamine), solution, C(CCC)[Li] (n-butyllithium), CCCCCC (hexane), ClC1=CC=C2C=CC(=NC2=C1)CP(OCC)(OCC)=O (diethyl 7-chloro-2-quinolylmethylphosphonate), C=O (paraformaldehyde). The solvent is light petroleum, C(C)(=O)OCC (ethyl acetate), O1CCCC1 (tetrahydrofuran), O1CCCC1 (tetrahydrofuran). Reaction conditions: temperature -20 celsius, time 30 minute. The product is ClC1=CC=C2C=CC(=NC2=C1)C=C (7-Chloro-2-ethenylquinoline). Isolated yield 59.4%. RXN SMILES: [CH:1](NC(C)C)(C)C.C([Li])CCC.CCCCCC.[Cl:19][C:20]1[CH:29]=[C:28]2[C:23]([CH:24]=[CH:25][C:26]([CH2:30]P(=O)(OCC)OCC)=[N:27]2)=[CH:22][CH:21]=1.C=O>O1CCCC1.C(OCC)(=O)C>[Cl:19][C:20]1[CH:29]=[C:28]2[C:23]([CH:24]=[CH:25][C:26]([CH:30]=[CH2:1])=[N:27]2)=[CH:22][CH:21]=1. Procedure: A stirred solution of diisopropylamine (2.24 ml, 15.97 mmol) in tetrahydrofuran (15.0 ml) at -10° C. under nitrogen was treated dropwise with a 2.5 M solution of n-butyllithium in hexane (6.4 ml, 15.97 mmol). After stirring below 0° C. for 30 min the pale yellow solution was cooled to -20° C. and a solution of diethyl 7-chloro-2-quinolylmethylphosphonate (5.0 g, 15.97 mmol) in tetrahydrofuran was added dropwise. The resulting dark green solution was stirred below 0° C. for 1 h, cooled to -10° C.... The reactants are Cc1ccccc1-c1nc2c(C)cccc2cc1CO, CS(C)=O, CC(=O)O, Clc1ncnc2nc[nH]c12, [H-], C1CN2CCN1CC2, [Na+]. The product is Cc1ccccc1-c1nc2c(C)cccc2cc1COc1ncnc2[nH]cnc12. RXN SMILES: [CH3:19][c:20]1[cH:21][cH:22][cH:23][c:24]2[cH:25][c:26]([CH2:37][OH:38])[c:27](-[c:30]3[c:31]([CH3:36])[cH:32][cH:33][cH:34][cH:35]3)[n:28][c:29]12.[CH3:41][S:42]([CH3:43])=[O:44].[CH3:45][C:46](=[O:47])[OH:48].[Cl:1][c:2]1[c:3]2[nH:4][cH:5][n:6][c:7]2[n:8][cH:9][n:10]1.[H-:39].[N:11]12[CH2:12][CH2:13][N:14]([CH2:15][CH2:16]1)[CH2:17][CH2:18]2.[Na+:40]>>[c:2]1([O:38][CH2:37][c:26]2[cH:25][c:24]3[cH:23][cH:22][cH:21][c:20]([CH3:19])[c:29]3[n:28][c:27]2-[c:30]2[c:31]([CH3:36])[cH:32][cH:33][cH:34][cH:35]2)[c:3]2[n:4][cH:5][nH:6][c:7]2[n:8][cH:9][n:10]1. Reactants: resultant mixture, C(CCC)C=1CC2=CC3=C(C=C2C1OC)OCO3 (2-n-butyl-3-methoxy-5,6-methylenedioxyindene), P(Br)(Br)Br (phosphorus tribromide). Solvent: C(Cl)(Cl)Cl (chloroform). Reaction conditions: time 4 hour. Product: C(CCC)C=1CC2=CC3=C(C=C2C1Br)OCO3 (2-n-butyl-3-bromo-5,6-methylenedioxyindene), crystals. Yield: 68.0%. RXN SMILES: [CH2:1]([C:5]1[CH2:6][C:7]2[C:12]([C:13]=1OC)=[CH:11][C:10]1[O:16][CH2:17][O:18][C:9]=1[CH:8]=2)[CH2:2][CH2:3][CH3:4].P(Br)(Br)[Br:20]>C(Cl)(Cl)Cl>[CH2:1]([C:5]1[CH2:6][C:7]2[C:12]([C:13]=1[Br:20])=[CH:11][C:10]1[O:16][CH2:17][O:18][C:9]=1[CH:8]=2)[CH2:2][CH2:3][CH3:4]. Procedure: Dissolved in 100 ml of chloroform was 9.3 g of 2-n-butyl-3-methoxy-5,6-methylenedioxyindene, followed by a dropwise addition of 15.4 g of phosphorus tribromide over 1 hour under ice cooling. After stirring the resultant mixture for further 4 hours, the reaction mixture was stirred for additional 4 hours at room temperature. The reaction mixture was washed with water, a 5% aqueous solution of sodium hydroxide and water successively, dried over anhydrous magnesium sulfate, and then concentrated un... Reactants: COC(=O)C=1C(=C2C=C(C(N(C2=CN1)CC1=CC=CC=C1)=O)C1=CC=CC=C1)O (1-benzyl-5-hydroxy-2-oxo-3-phenyl-1,2-dihydro-[1,7]naphthyridine-6-carboxylic acid methyl ester), NCCC(=O)O (β-alanine), C[O-].[Na+] (NaOMe). Run in C(=O)(O)[O-].[Na+] (NaHCO3). The product is C(C1=CC=CC=C1)N1C(C(=CC2=C(C(=NC=C12)C(=O)NCCC(=O)O)O)C1=CC=CC=C1)=O (3-[(1-Benzyl-5-hydroxy-2-oxo-3-phenyl-1,2-dihydro-[1,7]naphthyridine-6-carbonyl)-amino]-propionic acid). Isolated yield 22.3%. Reaction SMILES: CO[C:3]([C:5]1[C:6]([OH:29])=[C:7]2[C:12](=[CH:13][N:14]=1)[N:11]([CH2:15][C:16]1[CH:21]=[CH:20][CH:19]=[CH:18][CH:17]=1)[C:10](=[O:22])[C:9]([C:23]1[CH:28]=[CH:27][CH:26]=[CH:25][CH:24]=1)=[CH:8]2)=[O:4].[NH2:30][CH2:31][CH2:32][C:33]([OH:35])=[O:34].C[O-].[Na+]>C([O-])(O)=O.[Na+]>[CH2:15]([N:11]1[C:12]2[C:7](=[C:6]([OH:29])[C:5]([C:3]([NH:30][CH2:31][CH2:32][C:33]([OH:35])=[O:34])=[O:4])=[N:14][CH:13]=2)[CH:8]=[C:9]([C:23]2[CH:28]=[CH:27][CH:26]=[CH:25][CH:24]=2)[C:10]1=[O:22])[C:16]1[CH:17]=[CH:18][CH:19]=[CH:20][CH:21]=1 |f:2.3,4.5|. Reported procedure: A mixture of 1-benzyl-5-hydroxy-2-oxo-3-phenyl-1,2-dihydro-[1,7]naphthyridine-6-carboxylic acid methyl ester (30 mg, 0.078 mmol), β-alanine (692 mg, 7.8 mmol), and NaOMe solution (12 mL, 5.8 mmol, 0.5 M in MeOH) was refluxed for 16 h. After cooling to r.t., solvent was evaporated in vacuo. The residue was partitioned between EtOAc and water. 1 M HCl was added with vigorous stirring until pH about 2. The organic layer was dried over MgSO4 and concentrated. The crude product was purified by silica... Reactants: Nc1cccc(Br)c1, ClC(Cl)Cl, Cl, [NH4+], [Na+], O=S([O-])O, N#C[S-]. Yields the product NC(=S)Nc1cccc(Br)c1. RXN SMILES: [Br:1][c:2]1[cH:3][c:4]([NH2:5])[cH:6][cH:7][cH:8]1.[CH:18]([Cl:19])([Cl:20])[Cl:21].[ClH:22].[NH4+:12].[Na+:13].[OH:14][S:15](=[O:16])[O-:17].[S-:9][C:10]#[N:11]>>[Br:1][c:2]1[cH:3][c:4]([NH:5][C:10](=[S:9])[NH2:11])[cH:6][cH:7][cH:8]1. Reactants: ClC1=CC=C(C=C1)[C@H](C(=O)N1CCN(CC1)C1=C2C(=NC=C1)NC=C2NC(CCC)=O)CNC(C)C ((S)—N-(4-(4-(2-(4-chlorophenyl)-3-(isopropylamino)propanoyl)piperazin-1-yl)-1H-pyrrolo[2,3-b]pyridin-3-yl)butyramide), C(C)(=O)OC(C)=O (Acetic anhydride), C(=O)([O-])[O-].[Na+].[Na+] (Na2CO3). The solvent is C(Cl)Cl (DCM), N1=CC=CC=C1 (pyridine), CO (MeOH), [Li+].[OH-] (LiOH). Run at time 1 hour. The product is C(C1=CC=CC=C1)N1CCN(CC1)C1=C2C(=NC=C1)NC=C2NC(C)=O (N-(4-(4-benzylpiperazin-1-yl)-1H-pyrrolo[2,3-b]pyridin-3-yl)acetamide). Yield: 87.9%. As a reaction SMILES: Cl[C:2]1[CH:7]=C[C:5]([C@@H:8](CNC(C)C)[C:9]([N:11]2[CH2:16][CH2:15][N:14]([C:17]3[CH:22]=[CH:21][N:20]=[C:19]4[NH:23][CH:24]=[C:25]([NH:26]C(=O)CCC)[C:18]=34)[CH2:13][CH2:12]2)=O)=[CH:4][CH:3]=1.C(O[C:41](=[O:43])[CH3:42])(=O)C.C([O-])([O-])=O.[Na+].[Na+]>C(Cl)Cl.N1C=CC=CC=1.CO.[Li+].[OH-]>[CH2:9]([N:11]1[CH2:16][CH2:15][N:14]([C:17]2[CH:22]=[CH:21][N:20]=[C:19]3[NH:23][CH:24]=[C:25]([NH:26][C:41](=[O:43])[CH3:42])[C:18]=23)[CH2:13][CH2:12]1)[C:8]1[CH:7]=[CH:2][CH:3]=[CH:4][CH:5]=1 |f:2.3.4,8.9|. Reported procedure: 4-(4-Benzylpiperazin-1-yl)-1H-pyrrolo[2,3-b]pyridin-3-amine (0.35 g, 1.14 mmol, see Example 25) was placed in DCM (2 mL) and pyridine (1 mL). Acetic anhydride (0.129 mL, 1.37 mmol) was then added, and the reaction was stirred at room temperature for 1 hour. The reaction was then diluted with MeOH (5 mL), and 3M LiOH (0.5 mL) was added. The reaction was stirred for 10 minutes and then poured into saturated Na2CO3 and extracted into DCM. The organic fractions were combined, dried, filtered and con...